Dataset: the Open Reaction Database (ORD), a public repository of structured organic reaction records. Task: describe an organic reaction: reactants, conditions, products, and yield Reactants: C(C)OC(C(=C(C)C1=CC=C(C=C1)C(C)(C)CC)C)=O (3-(p-tert.-amyl-phenyl)-2,3-dimethyl-acrylic acid ethyl ester), sodium dihydro-bis-(2-methoxyethoxy)-aluminate, [OH-].[Na+] (sodium hydroxide). The solvent is C1(=CC=CC=C1)C (toluene), C1(=CC=CC=C1)C (toluene). Run at temperature -10 celsius. The product is C(C)(C)(CC)C1=CC=C(C=C1)C(=C(CO)C)C (3-(p-tert.-amyl-phenyl)-2,3-dimethyl-allyl alcohol). RXN SMILES: C([O:3][C:4](=O)[C:5]([CH3:19])=[C:6]([C:8]1[CH:13]=[CH:12][C:11]([C:14]([CH2:17][CH3:18])([CH3:16])[CH3:15])=[CH:10][CH:9]=1)[CH3:7])C.[OH-].[Na+]>C1(C)C=CC=CC=1>[C:14]([C:11]1[CH:10]=[CH:9][C:8]([C:6]([CH3:7])=[C:5]([CH3:19])[CH2:4][OH:3])=[CH:13][CH:12]=1)([CH2:17][CH3:18])([CH3:15])[CH3:16] |f:1.2|. Procedure: 110 G. of a 70% sodium dihydro-bis-(2-methoxyethoxy)-aluminate solution in toluene are added dropwise at 25°-30° C. over a period of 90 minutes to a solution of 85 g. of 3-(p-tert.-amyl-phenyl)-2,3-dimethyl-acrylic acid ethyl ester in 400 ml. of absolute toluene and the mixture is subsequently warmed at 40° C. for 2 hours. The mixture is then cooled down to -10° C. and treated dropwise over 300 ml. of 2 N sodium hydroxide. The toluene phase is separated and the aqueous-alkaline phase is back-ext... Reactants: Cl.ClC1=C(SC=C1)C(=O)C1CCNCC1 ((3-chloro-thiophen-2-yl)-piperidin-4-yl-methanone hydrochloride), O=CC[C@@H]1CC[C@H](CC1)NC(C)=O (N-[trans-4-(2-oxo-ethyl)-cyclohexyl]-acetamide). The product is ClC1=C(SC=C1)C(=O)C1CCN(CC1)CC[C@@H]1CC[C@H](CC1)NC(C)=O (N-(trans-4-{2-[4-(3-Chloro-thiophene-2-carbonyl)-piperidin-1-yl]-ethyl}-cyclohexyl)-acetamide). Reaction SMILES: Cl.[Cl:2][C:3]1[CH:7]=[CH:6][S:5][C:4]=1[C:8]([CH:10]1[CH2:15][CH2:14][NH:13][CH2:12][CH2:11]1)=[O:9].O=[CH:17][CH2:18][C@H:19]1[CH2:24][CH2:23][C@H:22]([NH:25][C:26](=[O:28])[CH3:27])[CH2:21][CH2:20]1>>[Cl:2][C:3]1[CH:7]=[CH:6][S:5][C:4]=1[C:8]([CH:10]1[CH2:15][CH2:14][N:13]([CH2:17][CH2:18][C@H:19]2[CH2:24][CH2:23][C@H:22]([NH:25][C:26](=[O:28])[CH3:27])[CH2:21][CH2:20]2)[CH2:12][CH2:11]1)=[O:9] |f:0.1|. Procedure details: From (3-chloro-thiophen-2-yl)-piperidin-4-yl-methanone hydrochloride (78 mg) and N-[trans-4-(2-oxo-ethyl)-cyclohexyl]-acetamide (54 mg, intermediate AG) by procedure A.1. Yield: 52 mg (45%). White solid. MS (m/z): 397.1 ([M+H]+). Starting materials: C1CCOC1, CCN(Cc1cc(C(F)(F)F)ccc1-c1cncc(CC(=O)OC)c1)C(=O)C1CC1, CO, Cl, [Na+], [OH-]. Product: CCN(Cc1cc(C(F)(F)F)ccc1-c1cncc(CC(=O)O)c1)C(=O)C1CC1. As a reaction SMILES: [CH2:36]1[O:37][CH2:38][CH2:39][CH2:40]1.[CH3:1][O:2][C:3]([CH2:4][c:5]1[cH:6][n:7][cH:8][c:9](-[c:11]2[c:12]([CH2:21][N:22]([CH2:23][CH3:24])[C:25](=[O:26])[CH:27]3[CH2:28][CH2:29]3)[cH:13][c:14]([C:17]([F:18])([F:19])[F:20])[cH:15][cH:16]2)[cH:10]1)=[O:30].[CH3:31][OH:32].[ClH:35].[Na+:34].[OH-:33]>>[O:2]=[C:3]([CH2:4][c:5]1[cH:6][n:7][cH:8][c:9](-[c:11]2[c:12]([CH2:21][N:22]([CH2:23][CH3:24])[C:25](=[O:26])[CH:27]3[CH2:28][CH2:29]3)[cH:13][c:14]([C:17]([F:18])([F:19])[F:20])[cH:15][cH:16]2)[cH:10]1)[OH:30].